This data is from the Open Reaction Database (ORD), a public repository of structured organic reaction records. The task is: describe an organic reaction: reactants, conditions, products, and yield Reactants: OC(C#C[Si](C)(C)C)(C(F)(F)F)C1=CC=C(C=C1)N(S(=O)(=O)C1=CC=CC=C1)CC(C)C (N-[4-(1-hydroxy-1-trifluoromethyl-3-trimethylsilanyl-prop-2-ynyl)-phenyl]-N-isobutyl-benzenesulfonamide), solution, [F-].C(CCC)[N+](CCCC)(CCCC)CCCC (tetrabutylammonium fluoride). The solvent is C(Cl)Cl (CH2Cl2), C1CCOC1 (THF), C(Cl)Cl (CH2Cl2). Run at time 1 hour. Yields the product OC(C#C)(C(F)(F)F)C1=CC=C(C=C1)N(S(=O)(=O)C1=CC=CC=C1)CC(C)C (N-[4-(1-Hydroxy-1-trifluoromethyl-prop-2-ynyl)-phenyl]-N-isobutyl-benzenesulfonamide). RXN SMILES: [OH:1][C:2]([C:13]1[CH:18]=[CH:17][C:16]([N:19]([CH2:29][CH:30]([CH3:32])[CH3:31])[S:20]([C:23]2[CH:28]=[CH:27][CH:26]=[CH:25][CH:24]=2)(=[O:22])=[O:21])=[CH:15][CH:14]=1)([C:9]([F:12])([F:11])[F:10])[C:3]#[C:4][Si](C)(C)C.[F-].C([N+](CCCC)(CCCC)CCCC)CCC>C(Cl)Cl.C1COCC1>[OH:1][C:2]([C:13]1[CH:18]=[CH:17][C:16]([N:19]([CH2:29][CH:30]([CH3:32])[CH3:31])[S:20]([C:23]2[CH:28]=[CH:27][CH:26]=[CH:25][CH:24]=2)(=[O:22])=[O:21])=[CH:15][CH:14]=1)([C:9]([F:12])([F:11])[F:10])[C:3]#[CH:4] |f:1.2|. Reported procedure: To a solution of 0.25 g (0.51 mmol) of N-[4-(1-hydroxy-1-trifluoromethyl-3-trimethylsilanyl-prop-2-ynyl)-phenyl]-N-isobutyl-benzenesulfonamide (Example 74) in 6 mL of CH2Cl2 was added 0.4 mL of a 1 M solution of tetrabutylammonium fluoride in THF. The mixture was stirred at room temperature for 1 hour. CH2Cl2 (60 mL) was added and the solution was washed with saturated aqueous NH4Cl-solution (20 mL) and brine (15 mL). The organic layer was dried over Na2SO4, filtered and the filtrate was concent... Starting materials: C1CCOC1, CC(C)(C)[O-], COC(=O)C1CCC(C2CCC(C3CCC(C=O)CC3)CC2)CC1, C[P+](c1ccccc1)(c1ccccc1)c1ccccc1, [I-], [K+], O. The product is C=CC1CCC(C2CCC(C3CCC(C(=O)OC)CC3)CC2)CC1. RXN SMILES: [CH2:53]1[O:54][CH2:55][CH2:56][CH2:57]1.[CH3:22][C:23]([CH3:24])([O-:25])[CH3:26].[CH3:28][O:29][C:30](=[O:31])[CH:32]1[CH2:33][CH2:34][CH:35]([CH:38]2[CH2:39][CH2:40][CH:41]([CH:44]3[CH2:45][CH2:46][CH:47]([CH:50]=[O:51])[CH2:48][CH2:49]3)[CH2:42][CH2:43]2)[CH2:36][CH2:37]1.[CH3:2][P+:3]([c:4]1[cH:5][cH:6][cH:7][cH:8][cH:9]1)([c:10]1[cH:11][cH:12][cH:13][cH:14][cH:15]1)[c:16]1[cH:17][cH:18][cH:19][cH:20][cH:21]1.[I-:1].[K+:27].[OH2:52]>>[CH2:2]=[CH:50][CH:47]1[CH2:46][CH2:45][CH:44]([CH:41]2[CH2:40][CH2:39][CH:38]([CH:35]3[CH2:34][CH2:33][CH:32]([C:30]([O:29][CH3:28])=[O:31])[CH2:37][CH2:36]3)[CH2:43][CH2:42]2)[CH2:49][CH2:48]1. Starting materials: CN(C)C1(c2ccccc2)CCC(=CC(=O)N2CCCC(c3c[nH]c4ccccc34)C2)CC1, CCC(C)=O, C[Si](C)(C)Cl. The product is CN(C)C1(c2ccccc2)CCC(=CC(=O)N2CCCC(c3c[nH]c4ccccc34)C2)CC1, Cl. Reaction SMILES: [CH3:1][N:2]([C:3]1([c:27]2[cH:28][cH:29][cH:30][cH:31][cH:32]2)[CH2:4][CH2:5][C:6](=[CH:9][C:10](=[O:11])[N:12]2[CH2:13][CH:14]([c:18]3[cH:19][nH:20][c:21]4[cH:22][cH:23][cH:24][cH:25][c:26]34)[CH2:15][CH2:16][CH2:17]2)[CH2:7][CH2:8]1)[CH3:33].[CH3:39][C:40]([CH2:41][CH3:42])=[O:43].[Cl:34][Si:35]([CH3:36])([CH3:37])[CH3:38]>>[CH3:1][N:2]([C:3]1([c:27]2[cH:28][cH:29][cH:30][cH:31][cH:32]2)[CH2:4][CH2:5][C:6](=[CH:9][C:10](=[O:11])[N:12]2[CH2:13][CH:14]([c:18]3[cH:19][nH:20][c:21]4[cH:22][cH:23][cH:24][cH:25][c:26]34)[CH2:15][CH2:16][CH2:17]2)[CH2:7][CH2:8]1)[CH3:33].[ClH:34]. Reactants: N#Cc1cc(O)ccc1Br, CC(C)I, [K+], [K+], O=C([O-])[O-], CN(C)C=O. Yields the product CC(C)Oc1ccc(Br)c(C#N)c1. Reaction SMILES: [Br:1][c:2]1[c:3]([C:4]#[N:5])[cH:6][c:7]([OH:10])[cH:8][cH:9]1.[I:17][CH:18]([CH3:19])[CH3:20].[K+:11].[K+:12].[O-:13][C:14]([O-:15])=[O:16].[O:21]=[CH:22][N:23]([CH3:24])[CH3:25]>>[Br:1][c:2]1[c:3]([C:4]#[N:5])[cH:6][c:7]([O:10][CH:18]([CH3:19])[CH3:20])[cH:8][cH:9]1. The reactants are Fc1ccc(Cn2c(NC3CCN(CCN=C=S)C3)nc3ccccc32)cc1, C1CCOC1, Nc1ccncc1N. Product: Nc1ccncc1NC(=S)NCCN1CCC(Nc2nc3ccccc3n2Cc2ccc(F)cc2)C1. RXN SMILES: [F:9][c:10]1[cH:11][cH:12][c:13]([CH2:16][n:17]2[c:18]([NH:26][CH:27]3[CH2:28][N:29]([CH2:32][CH2:33][N:34]=[C:35]=[S:36])[CH2:30][CH2:31]3)[n:19][c:20]3[c:21]2[cH:22][cH:23][cH:24][cH:25]3)[cH:14][cH:15]1.[O:37]1[CH2:38][CH2:39][CH2:40][CH2:41]1.[n:1]1[cH:2][c:3]([NH2:8])[c:4]([NH2:7])[cH:5][cH:6]1>>[n:1]1[cH:2][c:3]([NH:8][C:35]([NH:34][CH2:33][CH2:32][N:29]2[CH2:28][CH:27]([NH:26][c:18]3[n:17]([CH2:16][c:13]4[cH:12][cH:11][c:10]([F:9])[cH:15][cH:14]4)[c:21]4[c:20]([n:19]3)[cH:25][cH:24][cH:23][cH:22]4)[CH2:31][CH2:30]2)=[S:36])[c:4]([NH2:7])[cH:5][cH:6]1. Reactants: N[C@@H]1[C@@H](CCCC1)NC(C1=C(C=C(C=C1C(F)(F)F)C(F)(F)F)OC)=O (cis-N-(2-Amino-cyclohexyl)-2-methoxy-4,6-bis-trifluoromethyl-benzamide), N[C@@H]1[C@@H](CCCC1)NC(C1=C(C=C(C=C1C(F)(F)F)C(F)(F)F)OC)=O (cis-N-(2-Amino-cyclohexyl)-2-methoxy-4,6-bis-trifluoromethyl-benzamide), C1(CCCC1)=O (cyclopentanone). Product: C1(CCCC1)NC1C(CCCC1)NC(C1=C(C=C(C=C1C(F)(F)F)C(F)(F)F)OC)=O (N-((1RS,2SR)-2-Cyclopentylamino-cyclohexyl)-2-methoxy-4,6-bis-trifluoromethyl-benzamide). As a reaction SMILES: [NH2:1][C@H:2]1[CH2:7][CH2:6][CH2:5][CH2:4][C@H:3]1[NH:8][C:9](=[O:26])[C:10]1[C:15]([C:16]([F:19])([F:18])[F:17])=[CH:14][C:13]([C:20]([F:23])([F:22])[F:21])=[CH:12][C:11]=1[O:24][CH3:25].[C:27]1(=O)[CH2:31][CH2:30][CH2:29][CH2:28]1>>[CH:27]1([NH:1][CH:2]2[CH2:7][CH2:6][CH2:5][CH2:4][CH:3]2[NH:8][C:9](=[O:26])[C:10]2[C:15]([C:16]([F:19])([F:18])[F:17])=[CH:14][C:13]([C:20]([F:21])([F:22])[F:23])=[CH:12][C:11]=2[O:24][CH3:25])[CH2:31][CH2:30][CH2:29][CH2:28]1. Procedure details: The title compound, off-white foam, MS: m/e=453.2 [(M+H)+], was prepared in accordance with the general method of example 11 from cis-N-(2-amino-cyclohexyl)-2-methoxy-4,6-bis-trifluoromethyl-benzamide (intermediate H) and cyclopentanone. Reactants: C(C1=CC=CC=C1)OC(=O)N1CCN(CC1)C1=NC=CC=C1[N+](=O)[O-] (1-[Benzyloxycarbonyl]-4-[3-nitro-2-pyridinyl]piperazine). Reagents/catalysts: [Cl-].[Cl-].[Cl-].[Ti+3] (titanium trichloride). The solvent is O1CCOCC1 (dioxane), [OH-].[Na+] (sodium hydroxide). Conditions: time 30 minute. Yields the product C(C1=CC=CC=C1)OC(=O)N1CCN(CC1)C1=NC=CC=C1N (1-[Benzyloxycarbonyl]-4-[3-amino-2-pyridinyl]piperazine). As a reaction SMILES: [CH2:1]([O:8][C:9]([N:11]1[CH2:16][CH2:15][N:14]([C:17]2[C:22]([N+:23]([O-])=O)=[CH:21][CH:20]=[CH:19][N:18]=2)[CH2:13][CH2:12]1)=[O:10])[C:2]1[CH:7]=[CH:6][CH:5]=[CH:4][CH:3]=1>O1CCOCC1.[OH-].[Na+].[Cl-].[Cl-].[Cl-].[Ti+3]>[CH2:1]([O:8][C:9]([N:11]1[CH2:12][CH2:13][N:14]([C:17]2[C:22]([NH2:23])=[CH:21][CH:20]=[CH:19][N:18]=2)[CH2:15][CH2:16]1)=[O:10])[C:2]1[CH:7]=[CH:6][CH:5]=[CH:4][CH:3]=1 |f:2.3,4.5.6.7|. Procedure: 1-[Benzyloxycarbonyl]-4-[3-nitro-2-pyridinyl]piperazine (PREPARATION 99), is dissolved in dioxane (923 ml) and cooled to 0°. Then aqueous titanium trichloride (20%, 555.3 ml) is added cautiously. After stirring 30 min the reaction is diluted with aqueous sodium hydroxide solution (2N, 1.5 l) and filtered through celite. The filter cake is washed with methanol/chloroform (10/90). The combined organic layers are washed with water, saline, dried and concentrated in vacuo to afford the desired produ... The reactants are N1CCOCC1 (morpholine), C(C1=CC=CC=C1)(=O)N1C(C2C=3C(=CC=CC13)C(CC2)Br)C2=CC=CC=C2 (1-benzoyl-5-bromo-2-phenyl-1,2,2a,3,4,5-hexahydrobenz[cd]indole), O (Water). Solvent: C(Cl)Cl (methylene chloride). Conditions: time 8 hour. Yields the product C(C1=CC=CC=C1)(=O)N1C(C2C=3C(=CC=CC13)C(CC2)N2CCOCC2)C2=CC=CC=C2 (1-benzoyl-5-morpholino-2-phenyl-1,2,2a,3,4,5-hexahydrobenz[cd]indole). The yield is 92.0%. Reaction SMILES: [C:1]([N:9]1[C:17]2[CH:16]=[CH:15][CH:14]=[C:13]3[CH:18](Br)[CH2:19][CH2:20][CH:11]([C:12]=23)[CH:10]1[C:22]1[CH:27]=[CH:26][CH:25]=[CH:24][CH:23]=1)(=[O:8])[C:2]1[CH:7]=[CH:6][CH:5]=[CH:4][CH:3]=1.[NH:28]1[CH2:33][CH2:32][O:31][CH2:30][CH2:29]1.O>C(Cl)Cl>[C:1]([N:9]1[C:17]2[CH:16]=[CH:15][CH:14]=[C:13]3[CH:18]([N:28]4[CH2:33][CH2:32][O:31][CH2:30][CH2:29]4)[CH2:19][CH2:20][CH:11]([C:12]=23)[CH:10]1[C:22]1[CH:27]=[CH:26][CH:25]=[CH:24][CH:23]=1)(=[O:8])[C:2]1[CH:7]=[CH:6][CH:5]=[CH:4][CH:3]=1. Procedure: A portion (600 mg) of the compound obtained in Example 132 was dissolved in anhydrous methylene chloride (10 ml) and to the solution was added morpholine (0.25 ml). The mixture was stirred overnight at room temperature. Water was added to the reaction mixture, followed by extraction with ethyl acetate. The organic layer was washed with saturated aqueous solution of sodium chloride and dried over anhydrous sodium sulfate. The solvent was distilled off under reduced pressure. The residue was purif...